Dataset: the Open Reaction Database (ORD), a public repository of structured organic reaction records. Task: describe an organic reaction: reactants, conditions, products, and yield Starting materials: ClC1=CC=CC2=C1C(N1[C@H](C=3N2C=NC3C(N)=S)CCC1)=O ((S)-8-chloro-9-oxo-11,12,13,13a-tetrahydro-9H-imidazo[1,5-a]pyrrolo[2,1-c][1,4]-benzodiazepine-thiocarboxamide), ClCC(CCl)=O (1,3-dichloro-2-propanone). The solvent is O1CCOCC1 (dioxan). Conditions: time 1 hour. Yields the product ClC1=CC=CC2=C1C(N1[C@H](C=3N2C=NC3C=3SC=C(N3)CCl)CCC1)=O ((S)-8-chloro-1-(4-chloromethyl-thiazol-2-yl)-11,12,13,13a-tetrahydro-9H-imidazo[1,5-a]pyrrolo[2,1-c][1,4]benzodiazepin-9-one). Isolated yield 56.8%. As a reaction SMILES: [Cl:1][C:2]1[C:7]2[C:8](=[O:22])[N:9]3[CH2:21][CH2:20][CH2:19][C@H:10]3[C:11]3[N:12]([CH:13]=[N:14][C:15]=3[C:16](=[S:18])[NH2:17])[C:6]=2[CH:5]=[CH:4][CH:3]=1.[Cl:23][CH2:24][C:25](=O)[CH2:26]Cl>O1CCOCC1>[Cl:1][C:2]1[C:7]2[C:8](=[O:22])[N:9]3[CH2:21][CH2:20][CH2:19][C@H:10]3[C:11]3[N:12]([CH:13]=[N:14][C:15]=3[C:16]3[S:18][CH:26]=[C:25]([CH2:24][Cl:23])[N:17]=3)[C:6]=2[CH:5]=[CH:4][CH:3]=1. Procedure details: A suspension of 6.8 g (0.0204 mol) of (S)-8-chloro-9-oxo-11,12,13,13a-tetrahydro-9H-imidazo[1,5-a]pyrrolo[2,1-c][1,4]-benzodiazepine-thiocarboxamide in 100 ml of dioxan was treated with 2.85 g (0.0224 mol) of 1,3-dichloro-2-propanone and boiled at reflux for 48 hrs. After cooling 30 g of silica gel were added and the mixture was stirred for a further 1 hr. The mixture was concentrated in a water-jet vacuum and dried in a high vacuum. The crude product, adsorbed on silica gel, was applied to a si... Reactants: C(CCCCCCC)C1=CC=C(C=C1)C1=CC=C(C=C1)C(=O)O (4'-n-octylbiphenyl-4-carboxylic acid), S(=O)(Cl)Cl (thionyl chloride). Yields the product C(CCCCCCC)C1=CC=C(C=C1)C1=CC=C(C=C1)C(=O)Cl (4'-n-octylbiphenyl-4-carboxylic acid chloride). Reaction SMILES: [CH2:1]([C:9]1[CH:14]=[CH:13][C:12]([C:15]2[CH:20]=[CH:19][C:18]([C:21]([OH:23])=O)=[CH:17][CH:16]=2)=[CH:11][CH:10]=1)[CH2:2][CH2:3][CH2:4][CH2:5][CH2:6][CH2:7][CH3:8].S(Cl)([Cl:26])=O>>[CH2:1]([C:9]1[CH:14]=[CH:13][C:12]([C:15]2[CH:20]=[CH:19][C:18]([C:21]([Cl:26])=[O:23])=[CH:17][CH:16]=2)=[CH:11][CH:10]=1)[CH2:2][CH2:3][CH2:4][CH2:5][CH2:6][CH2:7][CH3:8]. Procedure: After 4'-n-octylbiphenyl-4-carboxylic acid (3.2 g) and an excessive amount of thionyl chloride were heated under refluxing for 6 hours, unaltered thionyl chloride was distilled off to obtain 4'-n-octylbiphenyl-4-carboxylic acid chloride. The reactants are COC(=O)c1ccc(I)c(Br)c1, O=C([O-])[O-], COc1cccc(OC)c1B(O)O, [Cs+], [Cs+], CN(C)C=O, c1ccc(P(c2ccccc2)(c2ccccc2)[Pd](P(c2ccccc2)(c2ccccc2)c2ccccc2)(P(c2ccccc2)(c2ccccc2)c2ccccc2)P(c2ccccc2)(c2ccccc2)c2ccccc2)cc1. Product: COC(=O)c1ccc(-c2c(OC)cccc2OC)c(Br)c1. As a reaction SMILES: [Br:1][c:2]1[cH:3][c:4]([C:5](=[O:6])[O:7][CH3:8])[cH:9][cH:10][c:11]1[I:12].[C:26](=[O:27])([O-:28])[O-:29].[CH3:13][O:14][c:15]1[c:16]([B:23]([OH:24])[OH:25])[c:17]([O:21][CH3:22])[cH:18][cH:19][cH:20]1.[Cs+:30].[Cs+:31].[O:32]=[CH:33][N:34]([CH3:35])[CH3:36].[cH:37]1[cH:38][cH:39][c:40]([P:41]([Pd:42]([P:43]([c:44]2[cH:45][cH:46][cH:47][cH:48][cH:49]2)([c:50]2[cH:51][cH:52][cH:53][cH:54][cH:55]2)[c:56]2[cH:57][cH:58][cH:59][cH:60][cH:61]2)([P:62]([c:63]2[cH:64][cH:65][cH:66][cH:67][cH:68]2)([c:69]2[cH:70][cH:71][cH:72][cH:73][cH:74]2)[c:75]2[cH:76][cH:77][cH:78][cH:79][cH:80]2)[P:81]([c:82]2[cH:83][cH:84][cH:85][cH:86][cH:87]2)([c:88]2[cH:89][cH:90][cH:91][cH:92][cH:93]2)[c:94]2[cH:95][cH:96][cH:97][cH:98][cH:99]2)([c:100]2[cH:101][cH:102][cH:103][cH:104][cH:105]2)[c:106]2[cH:107][cH:108][cH:109][cH:110][cH:111]2)[cH:112][cH:113]1>>[Br:1][c:2]1[cH:3][c:4]([C:5](=[O:6])[O:7][CH3:8])[cH:9][cH:10][c:11]1-[c:16]1[c:15]([O:14][CH3:13])[cH:20][cH:19][cH:18][c:17]1[O:21][CH3:22]. Reactants: O=C(Cl)c1cc(F)c(F)c(Cl)c1F, O=C(O)c1cc(F)c(F)cc1F. The product is O=C(O)c1cc(F)c(F)c(Cl)c1F. As a reaction SMILES: [Cl:1][c:2]1[c:3]([F:13])[c:4]([C:5](=[O:6])[Cl:7])[cH:8][c:9]([F:12])[c:10]1[F:11].[F:14][c:15]1[cH:16][c:17]([F:19])[c:20]([F:21])[cH:22][c:23]1[C:24](=[O:18])[OH:25]>>[Cl:1][c:2]1[c:3]([F:13])[c:4]([C:5](=[O:6])[OH:18])[cH:8][c:9]([F:12])[c:10]1[F:11].